This data is from the Open Reaction Database (ORD), a public repository of structured organic reaction records. The task is: describe an organic reaction: reactants, conditions, products, and yield Reactants: C1CCOC1, CCOCC, CC(C)[Mg+], [Cl-], [Cl-], N#Cc1ccc(I)cc1, [NH4+], O=C1CCOCC1. The product is N#Cc1ccc(C2(O)CCOCC2)cc1. As a reaction SMILES: [CH2:29]1[O:30][CH2:31][CH2:32][CH2:33]1.[CH3:24][CH2:25][O:26][CH2:27][CH3:28].[CH:2]([Mg+:3])([CH3:4])[CH3:5].[Cl-:1].[Cl-:22].[I:6][c:7]1[cH:8][cH:9][c:10]([C:11]#[N:12])[cH:13][cH:14]1.[NH4+:23].[O:15]1[CH2:16][CH2:17][C:18](=[O:21])[CH2:19][CH2:20]1>>[c:7]1([C:18]2([OH:21])[CH2:17][CH2:16][O:15][CH2:20][CH2:19]2)[cH:8][cH:9][c:10]([C:11]#[N:12])[cH:13][cH:14]1.